From a dataset of the Open Reaction Database (ORD), a public repository of structured organic reaction records. describe an organic reaction: reactants, conditions, products, and yield Starting materials: BrC=1C=C(C(=O)O)C(=CN1)NC1=C(C=C(C=C1)I)F (2-bromo-5-[(2-fluoro-4-iodophenyl)amino]isonicotinic acid), N1(CCOCC1)CCN (2-morpholin-4-yl-ethylamine). The product is BrC=1C=C(C(=O)NCCN2CCOCC2)C(=CN1)NC1=C(C=C(C=C1)I)F (2-Bromo-5-(2-fluoro-4-iodo-phenylamino)-N-(2-morpholin-4-yl-ethyl)-isonicotinamide). Reaction SMILES: [Br:1][C:2]1[CH:3]=[C:4]([C:8]([NH:11][C:12]2[CH:17]=[CH:16][C:15]([I:18])=[CH:14][C:13]=2[F:19])=[CH:9][N:10]=1)[C:5]([OH:7])=O.[N:20]1([CH2:26][CH2:27][NH2:28])[CH2:25][CH2:24][O:23][CH2:22][CH2:21]1>>[Br:1][C:2]1[CH:3]=[C:4]([C:8]([NH:11][C:12]2[CH:17]=[CH:16][C:15]([I:18])=[CH:14][C:13]=2[F:19])=[CH:9][N:10]=1)[C:5]([NH:28][CH2:27][CH2:26][N:20]1[CH2:25][CH2:24][O:23][CH2:22][CH2:21]1)=[O:7]. Procedure details: 2-Bromo-5-(2-fluoro-4-iodo-phenylamino)-N-(2-morpholin-4-yl-ethyl)-isonicotinamide was synthesized according to the General Method 3 starting with 145 mg (0.33 mmol) of 2-bromo-5-[(2-fluoro-4-iodophenyl)amino]isonicotinic acid and 108 mg (0.83 mmol) of 2-morpholin-4-yl-ethylamine. Yield: 95 mg, 52%. LC/MS: [7.08 min, 550, 552 (M+1)] Reactants: 4-cyano-4-(3,4-dimethoxy)cyclohexanone, C(CO)O (ethylene glycol), ethylene ketal, C(#N)C1(CCC(CC1)=O)C1=CC(=C(C=C1)OC)OC (4-cyano-4-(3,4-dimethoxyphenyl)cyclohexanone), [OH-].[K+] (potassium hydroxide). Solvent: O (water). Yields the product C(=O)(O)C1(CCC(CC1)=O)C1=CC(=C(C=C1)OC)OC (4-carboxy-4-(3,4-dimethoxyphenyl)cyclohexanone). Isolated yield 99.0%. As a reaction SMILES: [C:1]([C:3]1([C:10]2[CH:15]=[CH:14][C:13]([O:16][CH3:17])=[C:12]([O:18][CH3:19])[CH:11]=2)[CH2:8][CH2:7][C:6](=[O:9])[CH2:5][CH2:4]1)#N.[OH-:20].[K+].C(O)C[OH:24]>O>[C:1]([C:3]1([C:10]2[CH:15]=[CH:14][C:13]([O:16][CH3:17])=[C:12]([O:18][CH3:19])[CH:11]=2)[CH2:8][CH2:7][C:6](=[O:9])[CH2:5][CH2:4]1)([OH:24])=[O:20] |f:1.2|. Procedure: A mixture of 17.54 g. (0.058 mole) of 4-cyano-4-(3,4-dimethoxy)cyclohexanone, ethylene ketal (prepared as in Example 22) and 17.5 g. of potassium hydroxide in 175 ml. of ethylene glycol is heated at reflux for about 16 hours. The resulting solution is allowed to cool, diluted with water and washed with ether. The aqueous layer is covered with ether and then cautiously acidified. The aqueous layer is extracted with two additional portions of ether and the extracts combined. The extracts are evapo... Reactants: [H-].[Al+3].[Li+].[H-].[H-].[H-] (lithium aluminum hydride), [H-].[Al+3].[Li+].[H-].[H-].[H-] (lithium aluminum hydride), O (water), [OH-].[Na+] (sodium hydroxide), O (water), FC(C=1SC(=CN1)C(=O)OCC)(F)F (ethyl 2-(trifluoromethyl)-1,3-thiazole-5-carboxylate). Solvent: O1CCCC1 (tetrahydrofuran), O1CCCC1 (tetrahydrofuran). Reaction conditions: temperature 0 celsius, time 2 hour. The product is FC(C=1SC(=CN1)CO)(F)F ([2-(trifluoromethyl)-1,3-thiazol-5-yl]methanol). RXN SMILES: [H-].[Al+3].[Li+].[H-].[H-].[H-].[F:7][C:8]([F:20])([F:19])[C:9]1[S:10][C:11]([C:14](OCC)=[O:15])=[CH:12][N:13]=1.O.[OH-].[Na+]>O1CCCC1>[F:20][C:8]([F:7])([F:19])[C:9]1[S:10][C:11]([CH2:14][OH:15])=[CH:12][N:13]=1 |f:0.1.2.3.4.5,8.9|. Reported procedure: To a suspension of lithium aluminum hydride (2.17 g, 57.1 mmol) in tetrahydrofuran (80 ml) was dropwise added a solution of ethyl 2-(trifluoromethyl)-1,3-thiazole-5-carboxylate (8.579 g, 38.10 mmol) in tetrahydrofuran (40 ml) under ice-cooling and the mixture was stirred at 0° C. 1 hr. The reaction solution was ice-cooled and water (2 ml), 15% aqueous sodium hydroxide solution (2 ml) and water (5 ml) were dropwise added successively to decompose excess lithium aluminum hydride. The mixture was s... The reactants are ClC1=NC2=CC=CC=C2N=C1OCCOC1=CC=CC=C1 (2-chloro-3-(2-phenoxyethoxy)quinoxaline), hydrochloride salt, Cl (HCl). Product: Cl.O(C1=CC=CC=C1)CCOC1=NC2=CC=CC=C2N=C1N1CCNCC1 (2-(2-Phenoxyethoxy)-3-(1-piperazinyl)quinoxaline, Hydrochloride). As a reaction SMILES: [Cl:1][C:2]1[C:11]([O:12][CH2:13][CH2:14][O:15][C:16]2[CH:21]=[CH:20][CH:19]=[CH:18][CH:17]=2)=[N:10][C:9]2[C:4](=[CH:5][CH:6]=[CH:7][CH:8]=2)[N:3]=1.Cl>>[ClH:1].[O:15]([CH2:14][CH2:13][O:12][C:11]1[C:2]([N:3]2[CH2:4][CH2:9][NH:10][CH2:11][CH2:2]2)=[N:3][C:4]2[C:9](=[CH:8][CH:7]=[CH:6][CH:5]=2)[N:10]=1)[C:16]1[CH:21]=[CH:20][CH:19]=[CH:18][CH:17]=1 |f:2.3|. Reported procedure: The title compound was prepared according to the procedure described in Example 1, Step 2, starting from 2-chloro-3-(2-phenoxyethoxy)quinoxaline (0.65 g, 2 15 mmol) yield 0.44 g (58%) as the free base A portion of the free base was converted to its hydrochloride salt mp 123-126° C.; HRMS m/z calcd for C20H22N4O2 (M)+ 350.1743, found 350.1748 Anal. (C20H22N4O2.1.75 HCl .0.5 H2O) C, H, N. Reactants: S1SC(CC1)CCCCC(=O)NCCCC(=O)OC (methyl 4-[5-(1,2-dithiolan-3yl)pentanoylamino]butanoate), aqueous solution, [OH-].[Na+] (sodium hydroxide). Solvent: CO (methanol). The product is S1SC(CC1)CCCCC(=O)NCCCC(=O)O (4-[5-(1,2-Dithiolan-3-yl)pentanoylamino]butanoic acid). Isolated yield 45.2%. RXN SMILES: [S:1]1[CH2:5][CH2:4][CH:3]([CH2:6][CH2:7][CH2:8][CH2:9][C:10]([NH:12][CH2:13][CH2:14][CH2:15][C:16]([O:18]C)=[O:17])=[O:11])[S:2]1.[OH-].[Na+]>CO>[S:1]1[CH2:5][CH2:4][CH:3]([CH2:6][CH2:7][CH2:8][CH2:9][C:10]([NH:12][CH2:13][CH2:14][CH2:15][C:16]([OH:18])=[O:17])=[O:11])[S:2]1 |f:1.2|. Reported procedure: The reaction was effected as described in Example 49, but using 0.65 g of methyl 4-[5-(1,2-dithiolan-3yl)pentanoylamino]butanoate (prepared as described in Example 73), 13 ml of methanol and a 1N aqueous solution of sodium hydroxide. The solvent was removed from the reaction mixture by distillation under reduced pressure. Water was added to the residue. After neutralisation with 2N aqeous hydrochloric acid, the resulting mixture was extracted with ethyl acetate. The extract was washed with a sat... Starting materials: C(CCC)O[C@H]([C@H](C(=O)O)C)C ((2R,3S)-3-butoxy-2-methylbutyric acid), C(C(=O)Cl)(=O)Cl (oxalyl chloride). Reaction conditions: time 2 hour. The product is C(CCC)O[C@H]([C@H](C(=O)Cl)C)C ((2R,3S)-3-butoxy-2-methylbutyric acid chloride). RXN SMILES: [CH2:1]([O:5][C@@H:6]([CH3:12])[C@@H:7]([CH3:11])[C:8](O)=[O:9])[CH2:2][CH2:3][CH3:4].C(Cl)(=O)C([Cl:16])=O>>[CH2:1]([O:5][C@@H:6]([CH3:12])[C@@H:7]([CH3:11])[C:8]([Cl:16])=[O:9])[CH2:2][CH2:3][CH3:4]. Procedure: To 1.1 g of the (2R,3S)-3-butoxy-2-methylbutyric acid produced in the above i) was added in small portions 5 ml of oxalyl chloride at room temperature. The mixture was stirred for 2 hours at room temperature and then for 30 minutes at 50° C. Excess oxalyl chloride was removed by distillation under reduced pressure. The residue was subjected to Kugel-rohr distillation under reduced pressure to obtain 0.88 g of (2R,3S)-3-butoxy-2-methylbutyric acid chloride.